This data is from the Open Reaction Database (ORD), a public repository of structured organic reaction records. The task is: describe an organic reaction: reactants, conditions, products, and yield Reactants: FC=1C=C(C=C(C1)F)CC(=O)N[C@@H](C)C(=O)O (N-(3,5-difluorophenylacetyl)-L-alanine), COC([C@@H](NC(=O)OC(C)(C)C)CCCCN)=O ((tert-butoxycarbonyl)-L-lysine methyl ester). Solvent: EtOAc hexanes. Product: COC([C@@H](N(C(=O)OC(C)(C)C)C([C@@H](NC(CC1=CC(=CC(=C1)F)F)=O)C)=O)CCCCN)=O (N-[N-(3,5-Difluorophenylacetyl)-L-alaninyl]-N-(tert-butoxycarbonyl)-L-lysine Methyl Ester). Reaction SMILES: [F:1][C:2]1[CH:3]=[C:4]([CH2:9][C:10]([NH:12][C@H:13]([C:15]([OH:17])=O)[CH3:14])=[O:11])[CH:5]=[C:6]([F:8])[CH:7]=1.[CH3:18][O:19][C:20](=[O:35])[C@H:21]([CH2:30][CH2:31][CH2:32][CH2:33][NH2:34])[NH:22][C:23]([O:25][C:26]([CH3:29])([CH3:28])[CH3:27])=[O:24]>>[CH3:18][O:19][C:20](=[O:35])[C@H:21]([CH2:30][CH2:31][CH2:32][CH2:33][NH2:34])[N:22]([C:15](=[O:17])[C@H:13]([CH3:14])[NH:12][C:10](=[O:11])[CH2:9][C:4]1[CH:5]=[C:6]([F:8])[CH:7]=[C:2]([F:1])[CH:3]=1)[C:23]([O:25][C:26]([CH3:29])([CH3:27])[CH3:28])=[O:24]. Procedure details: Following General Procedure A and using N-(3,5-difluorophenylacetyl)-L-alanine (from Example B2 above) and NE-(tert-butoxycarbonyl)-L-lysine methyl ester (Bachem), the title compound was prepared as an oil. The reaction was monitored by tlc (Rf=0.40 in 50% EtOAc/hexanes) and the product was purified by flash chromotography using 50% EtOAc/hexanes as the eluent. Reactants: CCO, COc1cc2ncc([N+](=O)[O-])c(Cl)c2cc1OC. Product: COc1cc2ncc(N)c(Cl)c2cc1OC. RXN SMILES: [CH3:19][CH2:20][OH:21].[Cl:1][c:2]1[c:3]([N+:16]([O-:17])=[O:18])[cH:4][n:5][c:6]2[cH:7][c:8]([O:14][CH3:15])[c:9]([O:12][CH3:13])[cH:10][c:11]12>>[Cl:1][c:2]1[c:3]([NH2:16])[cH:4][n:5][c:6]2[cH:7][c:8]([O:14][CH3:15])[c:9]([O:12][CH3:13])[cH:10][c:11]12. The reactants are ClC=1C(=NC=CN1)C(NC(C)=O)C1=CC=C2C=CC(=NC2=C1)C1=CC=CC=C1 (N-[(3-Chloro-pyrazin-2-yl)-(2-phenyl-quinolin-7-yl)-methyl]-acetamide). Run in O=P(Cl)(Cl)Cl (POCl3). Reaction conditions: temperature 80 celsius. Product: ClC=1C=2N(C=CN1)C(=NC2C2=CC=C1C=CC(=NC1=C2)C2=CC=CC=C2)C (7-(8-Chloro-3-methyl-imidazo[1,5-a]pyrazin-1-yl)-2-phenyl-quinoline). Reaction SMILES: [Cl:1][C:2]1[C:3]([CH:8]([C:13]2[CH:22]=[C:21]3[C:16]([CH:17]=[CH:18][C:19]([C:23]4[CH:28]=[CH:27][CH:26]=[CH:25][CH:24]=4)=[N:20]3)=[CH:15][CH:14]=2)[NH:9][C:10](=O)[CH3:11])=[N:4][CH:5]=[CH:6][N:7]=1>O=P(Cl)(Cl)Cl>[Cl:1][C:2]1[C:3]2[N:4]([C:10]([CH3:11])=[N:9][C:8]=2[C:13]2[CH:22]=[C:21]3[C:16]([CH:17]=[CH:18][C:19]([C:23]4[CH:28]=[CH:27][CH:26]=[CH:25][CH:24]=4)=[N:20]3)=[CH:15][CH:14]=2)[CH:5]=[CH:6][N:7]=1. Procedure details: N-[(3-Chloro-pyrazin-2-yl)-(2-phenyl-quinolin-7-yl)-methyl]-acetamide (273.0 mg, 0.702 mmol) was dissolved in 20 mL of POCl3. The reaction was heated to 80° C. for 24 h. The excess POCl3 was removed in vacuo. The residue was worked up by basifying with cold 2.0 M NH3 in IPA followed by the addition of CH2Cl2 and water. The aqueous layer was washed with CH2Cl2 (2×). The organic layers where combined, dried over sodium sulfate, filtered and concentrated in vacuo to yield a light brown oil; 1H NMR ... Reactants: C1(=CC=CC=C1)C(=O)N1C2(CCC1CC2)C(=O)OC (methyl 7-(phenylcarbonyl)-7-azabicyclo[2.2.1]heptane-1-carboxylate). Run in Cl (hydrochloric acid). Reaction conditions: time 8 hour. The product is C(C1=CC=CC=C1)OC(=O)N1C2(CCC1CC2)C(=O)O (7-[(benzyloxy)carbonyl]-7-azabicyclo[2.2.1]heptane-1-carboxylic acid). The yield is 57.7%. As a reaction SMILES: C1([C:7]([N:9]2[CH:13]3[CH2:14][CH2:15][C:10]2([C:16]([O:18]C)=[O:17])[CH2:11][CH2:12]3)=[O:8])C=CC=CC=1>Cl>[CH2:16]([O:17][C:7]([N:9]1[CH:13]2[CH2:12][CH2:11][C:10]1([C:16]([OH:18])=[O:17])[CH2:15][CH2:14]2)=[O:8])[C:10]1[CH:15]=[CH:14][CH:13]=[CH:12][CH:11]=1. Procedure details: A mixture of methyl 7-(phenylcarbonyl)-7-azabicyclo[2.2.1]heptane-1-carboxylate (8.0 g) produced above and concentrated hydrochloric acid (100 mL) was heated under reflux for 24 hr, and concentrated under reduced pressure. To the residue was added water (50 mL), and the mixture was washed twice with ethyl acetate. To the obtained aqueous layer was basified with sodium carbonate, a solution of sodium carbonate (9.80 g) and benzylchlorocarbonate (5.40 mL) in 1,4-dioxane (30 mL), and the mixture wa... The product is CC(C)N(C(N)=O)c1cccc2c1CCO2. Starting materials: CC(=O)O, CC(C)Nc1cccc2c1CCO2, [N-]=C=O, [Na+]. RXN SMILES: [CH3:18][C:19](=[O:20])[OH:21].[CH:1]([CH3:2])([CH3:3])[NH:4][c:5]1[cH:6][cH:7][cH:8][c:9]2[c:10]1[CH2:11][CH2:12][O:13]2.[N-:14]=[C:15]=[O:16].[Na+:17]>>[CH:1]([CH3:2])([CH3:3])[N:4]([c:5]1[cH:6][cH:7][cH:8][c:9]2[c:10]1[CH2:11][CH2:12][O:13]2)[C:15]([NH2:14])=[O:16]. Reactants: C(C)OC(C(CC1=NC=CC=C1)C)=O ((±)-2-methyl-3-pyridin-2-yl-propionic acid ethyl ester), O.[OH-].[Li+] (lithium hydroxide monohydrate). Solvent: O1CCOCC1 (dioxane), O (water). Run at time 18 hour. Product: CC(C(=O)O)CC1=NC=CC=C1 ((±)-2-Methyl-3-pyridin-2-yl-propionic acid). RXN SMILES: C([O:3][C:4](=[O:14])[CH:5]([CH3:13])[CH2:6][C:7]1[CH:12]=[CH:11][CH:10]=[CH:9][N:8]=1)C.O.[OH-].[Li+]>O1CCOCC1.O>[CH3:13][CH:5]([CH2:6][C:7]1[CH:12]=[CH:11][CH:10]=[CH:9][N:8]=1)[C:4]([OH:14])=[O:3] |f:1.2.3|. Procedure details: To a solution of (±)-2-methyl-3-pyridin-2-yl-propionic acid ethyl ester (250 mg, 1.29 mmol, 1.0 eq.) in dioxane (8 mL), lithium hydroxide monohydrate (67 mg, 1.55 mmol, 1.2 eq.) in water (5 mL) was added in portions keeping the temperature below 30° C. The resulting solution was stirred at r.t. for 18 hours. The mixture was concentrated in vacuo The residue was dissolved in water (3 mL), MeCN (1 mL) and formic acid (0.5 mL). The solution was directly purified by prep. HPLC (column: Atlantis, 30×... Starting materials: O=C1CCCC(=O)O1, ClCCl, ClCCCN1CCNCC1, C1COCCO1. Product: O=C(O)CCCC(=O)N1CCN(CCCCl)CC1. RXN SMILES: [C:1]1(=[O:8])[CH2:2][CH2:3][CH2:4][C:5](=[O:6])[O:7]1.[Cl:19][CH2:20][Cl:21].[Cl:9][CH2:10][CH2:11][CH2:12][N:13]1[CH2:14][CH2:15][NH:16][CH2:17][CH2:18]1.[O:22]1[CH2:23][CH2:24][O:25][CH2:26][CH2:27]1>>[C:1]([CH2:2][CH2:3][CH2:4][C:5](=[O:6])[N:16]1[CH2:15][CH2:14][N:13]([CH2:12][CH2:11][CH2:10][Cl:9])[CH2:18][CH2:17]1)([OH:7])=[O:8]. Starting materials: CC#N, COc1ccc(S(=O)(=O)N(CCCO)c2ccc(Cl)cc2Cc2c(F)cccc2F)cc1OC, [O-][I+3]([O-])([O-])[O-], [Na+], O, Cl[Ru](Cl)Cl. The product is COc1ccc(S(=O)(=O)N(CCC(=O)O)c2ccc(Cl)cc2Cc2c(F)cccc2F)cc1OC. RXN SMILES: [CH3:42][C:43]#[N:44].[Cl:1][c:2]1[cH:3][c:4]([CH2:26][c:27]2[c:28]([F:34])[cH:29][cH:30][cH:31][c:32]2[F:33])[c:5]([N:8]([S:9](=[O:10])(=[O:11])[c:12]2[cH:13][c:14]([O:20][CH3:21])[c:15]([O:18][CH3:19])[cH:16][cH:17]2)[CH2:22][CH2:23][CH2:24][OH:25])[cH:6][cH:7]1.[I+3:35]([O-:36])([O-:37])([O-:38])[O-:39].[Na+:40].[OH2:41].[Ru:45]([Cl:46])([Cl:47])[Cl:48]>>[Cl:1][c:2]1[cH:3][c:4]([CH2:26][c:27]2[c:28]([F:34])[cH:29][cH:30][cH:31][c:32]2[F:33])[c:5]([N:8]([S:9](=[O:10])(=[O:11])[c:12]2[cH:13][c:14]([O:20][CH3:21])[c:15]([O:18][CH3:19])[cH:16][cH:17]2)[CH2:22][CH2:23][C:24](=[O:25])[OH:36])[cH:6][cH:7]1. Reactants: FC1=CC=C(C#N)C=C1 (4-fluorobenzonitrile), NO.Cl (NH2OH.HCl), CCOC(=O)C.CCCCCC (EtOAc Hexane), [OH-].[Na+] (NaOH). Run in CCO (EtOH). The product is FC1=CC=C(C(N)=NO)C=C1 (4-fluoro-N′-hydroxybenzimidamide). The yield is 62.9%. As a reaction SMILES: [F:1][C:2]1[CH:9]=[CH:8][C:5]([C:6]#[N:7])=[CH:4][CH:3]=1.[NH2:10][OH:11].Cl.[OH-].[Na+].CCOC(C)=O.CCCCCC>CCO>[F:1][C:2]1[CH:9]=[CH:8][C:5]([C:6](=[N:10][OH:11])[NH2:7])=[CH:4][CH:3]=1 |f:1.2,3.4,5.6|. Procedure: To a stirred solution of 4-fluorobenzonitrile (10 g, 82.5 mmol) in EtOH (71 mL) was added NH2OH.HCl (6.42 g, 92.1 mmol), followed by NaOH pellets (3.69 g, 92.1 mmol). The resulting reaction mixture was then heated at reflux for 3 h. The reaction progress was monitored by TLC using solvent system EtOAc:Hexane (1:1). After completion of reaction the solvent was evaporated under reduced pressure and the minimum amount of water (ca. 30 mL) was added to the residue. The mixture was extracted with dic... The reactants are C(#N)C(C1=CC=CC=C1)(C1=CC=CC=C1)[C@@H]1CNCCC1 (3-(R)-(+)-(1-cyano-1,1-diphenylmethyl)-piperidine), BrCCC=1C=CC2=C(CCO2)C1 (5-(2-bromoethyl)-2,3dihydrobenzofuran), C([O-])([O-])=O.[K+].[K+] (potassium carbonate). The solvent is C(C)#N (acetonitrile). Product: C(#N)C(C1=CC=CC=C1)(C1=CC=CC=C1)[C@@H]1CN(CCC1)CCC=1C=CC2=C(CCO2)C1 (3-(R)-(+)-(1-cyano-1,1-diphenylmethyl)-1-[2-(2,3-dihydrobenzofuran-5yl)ethyl]piperidine). Reaction SMILES: [C:1]([C:3]([C@H:16]1[CH2:21][CH2:20][CH2:19][NH:18][CH2:17]1)([C:10]1[CH:15]=[CH:14][CH:13]=[CH:12][CH:11]=1)[C:4]1[CH:9]=[CH:8][CH:7]=[CH:6][CH:5]=1)#[N:2].Br[CH2:23][CH2:24][C:25]1[CH:26]=[CH:27][C:28]2[O:32][CH2:31][CH2:30][C:29]=2[CH:33]=1.C(=O)([O-])[O-].[K+].[K+]>C(#N)C>[C:1]([C:3]([C@H:16]1[CH2:21][CH2:20][CH2:19][N:18]([CH2:23][CH2:24][C:25]2[CH:26]=[CH:27][C:28]3[O:32][CH2:31][CH2:30][C:29]=3[CH:33]=2)[CH2:17]1)([C:10]1[CH:11]=[CH:12][CH:13]=[CH:14][CH:15]=1)[C:4]1[CH:9]=[CH:8][CH:7]=[CH:6][CH:5]=1)#[N:2] |f:2.3.4|. Procedure details: A mixture containing 3-(R)-(+)-(1-cyano-1,1-diphenylmethyl)-piperidine (1.09 g), 5-(2-bromoethyl)-2,3dihydrobenzofuran (0.9 g--see Preparation 5), anhydrous potassium carbonate (1.1 g) and acetonitrile (25 ml) was heated under reflux for 5 hours. The mixture was partitioned between dichloromethane (50 ml) and 10% aqueous potassium carbonate (30 ml), the layers separated, and the aqueous layer extracted with dichloromethane (2×50 ml). The combined dichloromethane extracts were dried (MgSO4) and c...